This data is from the Open Reaction Database (ORD), a public repository of structured organic reaction records. The task is: describe an organic reaction: reactants, conditions, products, and yield Starting materials: CCCCCCC.C(C)(=O)OCC (heptane ethyl acetate), C(C)(=O)OCC (ethyl acetate), C(C)(C)(C)OC(NC1=CC=C2C(=CN(C2=C1)CC1=NC=CC=C1)SC1=C(C=CC=C1)[N+](=O)[O-])=O ([3-(2-Nitro-phenylsulfanyl)-1-pyridin-2-ylmethyl-1H-indol-6-yl]-carbamic acid tert-butyl ester). Run in C(C)N(CC)CC (triethylamine). Product: [N+](=O)([O-])C1=C(C=CC=C1)SC1=CN(C2=CC(=CC=C12)N)CC1=NC=CC=C1 (3-(2-Nitro-phenylsulfanyl)-1-pyridin-2-ylmethyl-1H-indol-6-ylamine). The yield is 64.9%. RXN SMILES: C(OC(=O)[NH:7][C:8]1[CH:16]=[C:15]2[C:11]([C:12]([S:24][C:25]3[CH:30]=[CH:29][CH:28]=[CH:27][C:26]=3[N+:31]([O-:33])=[O:32])=[CH:13][N:14]2[CH2:17][C:18]2[CH:23]=[CH:22][CH:21]=[CH:20][N:19]=2)=[CH:10][CH:9]=1)(C)(C)C.CCCCCCC.C(OCC)(=O)C.C(OCC)(=O)C>C(N(CC)CC)C>[N+:31]([C:26]1[CH:27]=[CH:28][CH:29]=[CH:30][C:25]=1[S:24][C:12]1[C:11]2[C:15](=[CH:16][C:8]([NH2:7])=[CH:9][CH:10]=2)[N:14]([CH2:17][C:18]2[CH:23]=[CH:22][CH:21]=[CH:20][N:19]=2)[CH:13]=1)([O-:33])=[O:32] |f:1.2|. Procedure: [3-(2-Nitro-phenylsulfanyl)-1-pyridin-2-ylmethyl-1H-indol-6-yl]-carbamic acid tert-butyl ester (Example 2, step iv; 3.4 g, 6.3 mmol) was deprotected to give, after column chromatography (heptane/ethyl acetate 2:8→ethyl acetate, containing some triethylamine), the title compound (1.54 g). 1H-NMR (CDCl3) δ 8.62 (bd, 1H, J=5.0 Hz), 8.26 (dd, 1, J=8.0 and 1.5 Hz), 7.61 (dt, H, J=7.5 and 2.0 Hz), 7.34 (s, 1H), 7.25-7.30 (m, 2H), 7.22 (ddd, 1H, J=7.5, 5.0 and 1.0 Hz), 7.16 (ddd, 1H J=8.0, 7.0 and 1.0 ... Starting materials: CCO, CCOC(=N)c1ccc(-c2ccc(OC)c(OC)c2)o1, Cl, NCCN. Product: COc1ccc(-c2ccc(C3=NCCN3)o2)cc1OC, Cl. As a reaction SMILES: [CH3:26][CH2:27][OH:28].[CH3:2][O:3][c:4]1[cH:5][c:6](-[c:12]2[cH:13][cH:14][c:15]([C:17]([O:18][CH2:19][CH3:20])=[NH:21])[o:16]2)[cH:7][cH:8][c:9]1[O:10][CH3:11].[ClH:1].[NH2:22][CH2:23][CH2:24][NH2:25]>>[CH3:2][O:3][c:4]1[cH:5][c:6](-[c:12]2[cH:13][cH:14][c:15]([C:17]3=[N:22][CH2:23][CH2:24][NH:21]3)[o:16]2)[cH:7][cH:8][c:9]1[O:10][CH3:11].[ClH:1]. The reactants are Brc1ccccc1, CN(C)c1ccncc1, Cn1c(CC2CCCCC2)ncc(-c2ccc(O)c(F)c2)c1=O, COc1ccc(Cn2nc(I)c3c(Cl)ccnc32)cc1. Yields the product COc1ccc(Cn2nc(I)c3c(Oc4ccc(-c5cnc(CC6CCCCC6)n(C)c5=O)cc4F)ccnc32)cc1. As a reaction SMILES: [Br:53][c:54]1[cH:55][cH:56][cH:57][cH:58][cH:59]1.[CH3:44][N:45]([c:46]1[cH:47][cH:48][n:49][cH:50][cH:51]1)[CH3:52].[CH:1]1([CH2:7][c:8]2[n:9][cH:10][c:11](-[c:16]3[cH:17][c:18]([F:23])[c:19]([OH:22])[cH:20][cH:21]3)[c:12](=[O:15])[n:13]2[CH3:14])[CH2:2][CH2:3][CH2:4][CH2:5][CH2:6]1.[Cl:24][c:25]1[c:26]2[c:27]([n:28][cH:29][cH:30]1)[n:31]([CH2:35][c:36]1[cH:37][cH:38][c:39]([O:42][CH3:43])[cH:40][cH:41]1)[n:32][c:33]2[I:34]>>[CH:1]1([CH2:7][c:8]2[n:9][cH:10][c:11](-[c:16]3[cH:17][c:18]([F:23])[c:19]([O:22][c:25]4[c:26]5[c:27]([n:28][cH:29][cH:30]4)[n:31]([CH2:35][c:36]4[cH:37][cH:38][c:39]([O:42][CH3:43])[cH:40][cH:41]4)[n:32][c:33]5[I:34])[cH:20][cH:21]3)[c:12](=[O:15])[n:13]2[CH3:14])[CH2:2][CH2:3][CH2:4][CH2:5][CH2:6]1. The reactants are C(C=1C(N)=CC=CC1)(=O)O (Anthranilic acid), ( 10 ), ClCC(=O)Cl (chloroacetyl chloride). Product: ClCC(=O)NC=1C(C(=O)O)=CC=CC1 (N(chloroacetyl)anthranilic acid). As a reaction SMILES: [C:1]([OH:10])(=[O:9])[C:2]1[C:3](=[CH:5][CH:6]=[CH:7][CH:8]=1)[NH2:4].[Cl:11][CH2:12][C:13](Cl)=[O:14]>>[Cl:11][CH2:12][C:13]([NH:4][C:3]1[C:2](=[CH:8][CH:7]=[CH:6][CH:5]=1)[C:1]([OH:10])=[O:9])=[O:14]. Procedure details: Anthranilic acid shown by formula (10) is reacted with chloroacetyl chloride to obtain N(chloroacetyl)anthranilic acid shown by formula (15). This reaction is suitably carried out by heating under reflux in a solvent such as benzene. Reactants: C(C)(C)(C)[C@@H]1CC[C@H](CC1)OC=1C=C2C=CC(=CC2=CC1)C=O (6-(Trans-4-tert-butylcyclohexyloxy)-2-naphthaldehyde), NCCC(=O)NS(=O)(=O)C1=CC=CC=C1 (3-amino-N-(phenylsulfonyl)propanamide), [BH3-]C#N.[Na+] (NaBH3CN). Solvent: C(C)O (ethanol). Run at temperature 80 celsius, time 1 hour. Yields the product C(C)(C)(C)[C@@H]1CC[C@H](CC1)OC=1C=C2C=CC(=CC2=CC1)CNCCC(=O)NS(=O)(=O)C1=CC=CC=C1 (3-((6-(trans-4-tert-butylcyclohexyloxy)naphthalen-2-yl)methylamino)-N-(phenylsulfonyl)propanamide). RXN SMILES: [C:1]([C@H:5]1[CH2:10][CH2:9][C@H:8]([O:11][C:12]2[CH:13]=[C:14]3[C:19](=[CH:20][CH:21]=2)[CH:18]=[C:17]([CH:22]=O)[CH:16]=[CH:15]3)[CH2:7][CH2:6]1)([CH3:4])([CH3:3])[CH3:2].[NH2:24][CH2:25][CH2:26][C:27]([NH:29][S:30]([C:33]1[CH:38]=[CH:37][CH:36]=[CH:35][CH:34]=1)(=[O:32])=[O:31])=[O:28].[BH3-]C#N.[Na+]>C(O)C>[C:1]([C@H:5]1[CH2:10][CH2:9][C@H:8]([O:11][C:12]2[CH:13]=[C:14]3[C:19](=[CH:20][CH:21]=2)[CH:18]=[C:17]([CH2:22][NH:24][CH2:25][CH2:26][C:27]([NH:29][S:30]([C:33]2[CH:38]=[CH:37][CH:36]=[CH:35][CH:34]=2)(=[O:32])=[O:31])=[O:28])[CH:16]=[CH:15]3)[CH2:7][CH2:6]1)([CH3:4])([CH3:3])[CH3:2] |f:2.3|. Reported procedure: 6-(Trans-4-tert-butylcyclohexyloxy)-2-naphthaldehyde (300 mg, 0.96 mmol, 1 equiv) and 3-amino-N-(phenylsulfonyl)propanamide (1.19 mmol, 1.5 equiv) were dissolved in anhydrous ethanol. The mixture was stirred at 80° C. for 1 h. Then NaBH3CN (110 mg, 1.74 mmol, 2 equiv) was added to the mixture and stirred at 80° C. for 16 h. The organic layer was concentrated and purified by preparative thin layer chromatography (mobile phase was methanol:dichloromethane 1:10) to give 3-((6-(trans-4-tert-butylcyc... Starting materials: NC1=NC(=C(C=C1C(=O)OC)Cl)N (methyl 2,6-diamino-5-chloro-3-pyridinecarboxylate), ClCC(CCC)=O (1-chloropentane-2-one), [I-].[Na+] (sodium iodide). Product: NC1=C(C=C(C=2N1C=C(N2)CCC)C(=O)OC)Cl (Methyl 5-Amino-6-chloro-2-propylimidazo[1,2-a]pyridine-8-carboxylate). Reaction SMILES: [NH2:1][C:2]1[C:7]([C:8]([O:10][CH3:11])=[O:9])=[CH:6][C:5]([Cl:12])=[C:4]([NH2:13])[N:3]=1.Cl[CH2:15][C:16](=O)[CH2:17][CH2:18][CH3:19].[I-].[Na+]>>[NH2:13][C:4]1[N:3]2[CH:15]=[C:16]([CH2:17][CH2:18][CH3:19])[N:1]=[C:2]2[C:7]([C:8]([O:10][CH3:11])=[O:9])=[CH:6][C:5]=1[Cl:12] |f:2.3|. Procedure: The title compounds were prepared according to the procedure described in the step 2 EXAMPLE 1 (METHOD B) using methyl 2,6-diamino-5-chloro-3-pyridinecarboxylate (EXAMPLE 1, METHOD B, Step 1), 1-chloropentane-2-one (Synthesis, 1987, 2, 188-190) and sodium iodide. Reactants: CCC(CC)(Nc1nc(N)nc(O)c1[N+](=O)[O-])C(CO)=NO, [Na+], [Na+], [Na+], [OH-], O=S([O-])S(=O)[O-]. The product is CCC1(CC)Nc2nc(N)nc(O)c2N=C1CO. RXN SMILES: [NH2:9][c:10]1[n:11][c:12]([NH:20][C:21]([C:22]([CH2:23][OH:24])=[N:25][OH:26])([CH2:27][CH3:28])[CH2:29][CH3:30])[c:13]([N+:17]([O-:18])=[O:19])[c:14]([OH:16])[n:15]1.[Na+:32].[Na+:7].[Na+:8].[OH-:31].[S:1]([S:2]([O-:3])=[O:4])([O-:5])=[O:6]>>[NH2:9][c:10]1[n:11][c:12]2[c:13]([c:14]([OH:16])[n:15]1)[N:25]=[C:22]([CH2:23][OH:24])[C:21]([CH2:27][CH3:28])([CH2:29][CH3:30])[NH:20]2.